This data is from the Open Reaction Database (ORD), a public repository of structured organic reaction records. The task is: describe an organic reaction: reactants, conditions, products, and yield The reactants are BrCCCCC(C(=O)O)C (6-bromo-2-methylhexanoic acid), C1(=CC=CC=C1)P(C1=CC=CC=C1)C1=CC=CC=C1 (triphenylphosphine). Run in C1(=CC=CC=C1)C (toluene). Product: [Br-].C(=O)(O)C(CCCC[P+](C1=CC=CC=C1)(C1=CC=CC=C1)C1=CC=CC=C1)C (5-carboxy-5-methylpentyltriphenylphosphonium bromide). Yield: 65.7%. Reaction SMILES: [Br:1][CH2:2][CH2:3][CH2:4][CH2:5][CH:6]([CH3:10])[C:7]([OH:9])=[O:8].[C:11]1([P:17]([C:24]2[CH:29]=[CH:28][CH:27]=[CH:26][CH:25]=2)[C:18]2[CH:23]=[CH:22][CH:21]=[CH:20][CH:19]=2)[CH:16]=[CH:15][CH:14]=[CH:13][CH:12]=1>C1(C)C=CC=CC=1>[Br-:1].[C:7]([CH:6]([CH3:10])[CH2:5][CH2:4][CH2:3][CH2:2][P+:17]([C:18]1[CH:19]=[CH:20][CH:21]=[CH:22][CH:23]=1)([C:24]1[CH:29]=[CH:28][CH:27]=[CH:26][CH:25]=1)[C:11]1[CH:12]=[CH:13][CH:14]=[CH:15][CH:16]=1)([OH:9])=[O:8] |f:3.4|. Reported procedure: A solution of 6-bromo-2-methylhexanoic acid (1.08 g, 5.17 mmole) and triphenylphosphine (1.42 g, 5.4 mmole) in toluene (5 ml) was heated under reflux for 18 hours. After the solution was cooled, the crystals which separated out were collected by filtration and washed with toluene and ethyl acetate to yield 5-carboxy-5-methylpentyltriphenylphosphonium bromide (1.6 g, 64%). Starting materials: C1(=CC=CC=C1)N1CCN(CC1)CCN (4-phenylpiperazin-1-ylethylamine), C(C(C)C)C1=CC(=NN1C1=CC=CC=C1)C=O (5-iso-butyl-1-phenylpyrazole-3-carbaldehyde). Product: C(C(C)C)C1=CC(=NN1C1=CC=CC=C1)CNCCN1CCN(CC1)C1=CC=CC=C1 (5-iso-butyl-1-phenyl-3-[2-(4-phenylpiperazin-1-yl)ethyl]aminomethylpyrazole). Yield: 56.2%. As a reaction SMILES: [C:1]1([N:7]2[CH2:12][CH2:11][N:10]([CH2:13][CH2:14][NH2:15])[CH2:9][CH2:8]2)[CH:6]=[CH:5][CH:4]=[CH:3][CH:2]=1.[CH2:16]([C:20]1[N:24]([C:25]2[CH:30]=[CH:29][CH:28]=[CH:27][CH:26]=2)[N:23]=[C:22]([CH:31]=O)[CH:21]=1)[CH:17]([CH3:19])[CH3:18]>>[CH2:16]([C:20]1[N:24]([C:25]2[CH:30]=[CH:29][CH:28]=[CH:27][CH:26]=2)[N:23]=[C:22]([CH2:31][NH:15][CH2:14][CH2:13][N:10]2[CH2:9][CH2:8][N:7]([C:1]3[CH:2]=[CH:3][CH:4]=[CH:5][CH:6]=3)[CH2:12][CH2:11]2)[CH:21]=1)[CH:17]([CH3:19])[CH3:18]. Procedure details: Compound 7 was prepared using the same method as used in Example 1 except that 4-phenylpiperazin-1-ylethylamine and 5-iso-butyl-1-phenylpyrazole-3-carbaldehyde were used. The reactants are lactide, C[C@H]1C(=O)O[C@H](C(=O)O1)C (L-lactide), COCCOCCO.C([C@@H](O)C)(=O)O (MEE L-lactic acid), C[C@@H]1C(=O)O[C@@H](C(=O)O1)C (D-lactide), CCCCC(CC)C(=O)[O-].CCCCC(CC)C(=O)[O-].[Sn+2] (stannous octoate), COCCOCCO (2-(2-methoxyethoxy)ethanol). Conditions: time 4 hour. Yields the product COCCOCCO.C([C@@H](O)C)(=O)O (MEE L-lactic acid), COCCOCCO.C([C@H](O)C)(=O)O (MEE D-lactic acid). As a reaction SMILES: [CH3:1][C@@H:2]1[O:9]C(=O)[C@H](C)[O:5][C:3]1=[O:4].[CH3:11][O:12][CH2:13][CH2:14][O:15][CH2:16][CH2:17][OH:18].[C:19]([OH:24])(=[O:23])[C@H:20]([CH3:22])[OH:21].C[C@H]1OC(=O)[C@@H](C)OC1=O.[CH3:35][O:36][CH2:37][CH2:38][O:39][CH2:40][CH2:41][OH:42].CCCCC(C([O-])=O)CC.CCCCC(C([O-])=O)CC.[Sn+2]>>[CH3:11][O:12][CH2:13][CH2:14][O:15][CH2:16][CH2:17][OH:18].[C:3]([OH:5])(=[O:4])[C@H:2]([CH3:1])[OH:9].[CH3:35][O:36][CH2:37][CH2:38][O:39][CH2:40][CH2:41][OH:42].[C:19]([OH:24])(=[O:23])[C@@H:20]([CH3:22])[OH:21] |f:1.2,5.6.7,8.9,10.11|. Procedure details: Ringopening polymerization of lactide (L-lactide for system (A) and D-lactide for system B, each 5 g) was carried out using 2-(2-methoxyethoxy)ethanol (MEE, 0.556 g) as an initiator, and stannous octoate (0.093 g) as the catalyst. The polymerization was carried out in the melt at 130° C. for four hours to yield MEE-L-lactic acid oligomer (A) and MEE-D-lactic acid oligomer (B). FIG. 1 shows the reaction scheme for the synthesis of dex-lactate (8), in which the DP is the degree of polymerization a... The reactants are CCOC(=O)CCCCCBr, CN(C)C=O, CCOC(C)=O, [H-], Nc1ccccc1S, [Na+]. Product: CCOC(=O)CCCCCSc1ccccc1N. Reaction SMILES: [Br:11][CH2:12][CH2:13][CH2:14][CH2:15][CH2:16][C:17](=[O:18])[O:19][CH2:20][CH3:21].[CH3:22][N:23]([CH3:24])[CH:25]=[O:26].[CH3:27][CH2:28][O:29][C:30](=[O:31])[CH3:32].[H-:9].[NH2:1][c:2]1[c:3]([SH:8])[cH:4][cH:5][cH:6][cH:7]1.[Na+:10]>>[NH2:1][c:2]1[c:3]([S:8][CH2:12][CH2:13][CH2:14][CH2:15][CH2:16][C:17](=[O:18])[O:19][CH2:20][CH3:21])[cH:4][cH:5][cH:6][cH:7]1. Reactants: CCO, CCOC(=O)CCN(C)C(=O)c1ccc(NC(CC(C)C)c2oc3ccc(Cl)cc3c2C)cc1, [Na+], C1CCOC1, [OH-]. The product is Cc1c(C(CC(C)C)Nc2ccc(C(=O)N(C)CCC(=O)O)cc2)oc2ccc(Cl)cc12. As a reaction SMILES: [CH3:42][CH2:43][OH:44].[Cl:1][c:2]1[cH:3][cH:4][c:5]2[c:6]([c:7]([CH3:33])[c:8]([CH:10]([CH2:11][CH:12]([CH3:13])[CH3:14])[NH:15][c:16]3[cH:17][cH:18][c:19]([C:22](=[O:23])[N:24]([CH2:25][CH2:26][C:27](=[O:28])[O:29][CH2:30][CH3:31])[CH3:32])[cH:20][cH:21]3)[o:9]2)[cH:34]1.[Na+:41].[O:35]1[CH2:36][CH2:37][CH2:38][CH2:39]1.[OH-:40]>>[Cl:1][c:2]1[cH:3][cH:4][c:5]2[c:6]([c:7]([CH3:33])[c:8]([CH:10]([CH2:11][CH:12]([CH3:13])[CH3:14])[NH:15][c:16]3[cH:17][cH:18][c:19]([C:22](=[O:23])[N:24]([CH2:25][CH2:26][C:27](=[O:28])[OH:29])[CH3:32])[cH:20][cH:21]3)[o:9]2)[cH:34]1. Starting materials: ClCCC#N (3-chloropropionitrile), aqueous solution, [OH-].[Na+] (sodium hydroxide), ClCC(=O)CCl (1,3-dichloroacetone), NC(=S)N (thiourea), C(=NC(=S)N)(N)N (2-imino-4-thiobiuret). Solvent: C(C)(C)O (isopropyl alcohol), O (water), O (water), CC(=O)C (acetone). Reaction conditions: temperature 10 celsius, time 1 hour. Product: C(#N)CCSCC=1N=C(SC1)NC(=N)N (N-[4-(cyanoethylthiomethyl)-2-thiazolyl]guanidine). Isolated yield 61.1%. Reaction SMILES: Cl[CH2:2][C:3]([CH2:5]Cl)=O.[C:7]([NH2:13])([NH2:12])=[N:8][C:9]([NH2:11])=[S:10].NC(N)=[S:16].Cl[CH2:19][CH2:20][C:21]#[N:22].[OH-].[Na+]>C(O)(C)C.O.CC(C)=O>[C:21]([CH2:20][CH2:19][S:16][CH2:2][C:3]1[N:11]=[C:9]([NH:8][C:7]([NH2:13])=[NH:12])[S:10][CH:5]=1)#[N:22] |f:4.5|. Reported procedure: Into a 500 mL round bottom flask equipped with an overhead stirrer and under an inert atmosphere was added 25 g of 1,3-dichloroacetone (0.197 mol) and 75 g of acetone. The reaction mixture was cooled to 10° C. and 23.2 g 2-imino-4-thiobiuret (0.197 mol) was added. The reaction mixture was stirred for one hour at 10 C. The reaction mixture was then heated to 40° C. and 15 g of thiourea (0.197 mol) was added, followed by the addition of 100 g of water. The mixture was heated to and held at 52° C. ... The reactants are C[SiH](C)OC1C(=O)N(OCc2ccccc2)C12C=CC(=O)C(C(C)(C)C)C2O, C[Si](C)(C)n1ccnc1. Product: C[SiH](C)OC1C(=O)N(OCc2ccccc2)C12C=CC(=O)C(C(C)(C)C)C2O[Si](C)(C)C. RXN SMILES: [CH2:1]([c:2]1[cH:3][cH:4][cH:5][cH:6][cH:7]1)[O:8][N:9]1[C:10](=[O:28])[CH:11]([O:24][SiH:25]([CH3:26])[CH3:27])[C:12]12[CH:13]([OH:23])[CH:14]([C:19]([CH3:20])([CH3:21])[CH3:22])[C:15](=[O:18])[CH:16]=[CH:17]2.[CH3:29][Si:30]([n:31]1[cH:32][cH:33][n:34][cH:35]1)([CH3:36])[CH3:37]>>[CH2:1]([c:2]1[cH:3][cH:4][cH:5][cH:6][cH:7]1)[O:8][N:9]1[C:10](=[O:28])[CH:11]([O:24][SiH:25]([CH3:26])[CH3:27])[C:12]12[CH:13]([O:23][Si:30]([CH3:29])([CH3:36])[CH3:37])[CH:14]([C:19]([CH3:20])([CH3:21])[CH3:22])[C:15](=[O:18])[CH:16]=[CH:17]2.